This data is from the Open Reaction Database (ORD), a public repository of structured organic reaction records. The task is: describe an organic reaction: reactants, conditions, products, and yield The yield is 85.4%. As a reaction SMILES: O[CH:2]([C:8]1[N:15]2[C:11]([N:12]([CH3:21])[C:13]3[CH:19]=[CH:18][C:17]([CH3:20])=[CH:16][C:14]=32)=[N:10][C:9]=1[C:22]1[CH:27]=[CH:26][CH:25]=[CH:24][CH:23]=1)[C:3]([N:5]([CH3:7])[CH3:6])=[O:4].S(Cl)(Cl)=O>ClCCl>[CH3:7][N:5]([CH3:6])[C:3](=[O:4])[CH2:2][C:8]1[N:15]2[C:11]([N:12]([CH3:21])[C:13]3[CH:19]=[CH:18][C:17]([CH3:20])=[CH:16][C:14]=32)=[N:10][C:9]=1[C:22]1[CH:23]=[CH:24][CH:25]=[CH:26][CH:27]=1. The product is CN(C(CC1=C(N=C2N(C3=C(N21)C=C(C=C3)C)C)C3=CC=CC=C3)=O)C (N,N,6,9-Tetramethyl-2-phenyl-9H-imidazo[1,2-a]benzimidazole-3-acetamide). Reported procedure: 12.73 g (0.035 mol) of α-Hydroxy-N,N,6,9-tetramethyl-2-phenyl-9H-imidazo[1,2-a]benzimidazole-3-acetamide are treated with 75 ml of thionyl chloride in 250 ml of dichloromethane for 24 h. The solvent is evaporated and the excess thionyl chloride is evaporated under reduced pressure. The residue is taken up in toluene and the mixture is again evaporated. The residue is taken up in 600 ml of dichloromethane, 22 g of Rongalite® are added and the mixture is stirred for 48 h. Insoluble matter is remov... Solvent: ClCCl (dichloromethane). Run at time 48 hour. Starting materials: OC(C(=O)N(C)C)C1=C(N=C2N(C3=C(N21)C=C(C=C3)C)C)C3=CC=CC=C3 (α-Hydroxy-N,N,6,9-tetramethyl-2-phenyl-9H-imidazo[1,2-a]benzimidazole-3-acetamide), S(=O)(Cl)Cl (thionyl chloride). Reactants: Fc1cc(Br)cc(OCC2CCCCC2)c1, C=CCNC(=O)C(F)(F)F, CN(C)C=O. Yields the product O=C(NCC=Cc1cc(F)cc(OCC2CCCCC2)c1)C(F)(F)F. Reaction SMILES: [Br:1][c:2]1[cH:3][c:4]([O:9][CH2:10][CH:11]2[CH2:12][CH2:13][CH2:14][CH2:15][CH2:16]2)[cH:5][c:6]([F:8])[cH:7]1.[CH2:17]([CH:18]=[CH2:19])[NH:20][C:21]([C:22]([F:23])([F:24])[F:25])=[O:26].[O:27]=[CH:28][N:29]([CH3:30])[CH3:31]>>[c:2]1([CH:19]=[CH:18][CH2:17][NH:20][C:21]([C:22]([F:23])([F:24])[F:25])=[O:26])[cH:3][c:4]([O:9][CH2:10][CH:11]2[CH2:12][CH2:13][CH2:14][CH2:15][CH2:16]2)[cH:5][c:6]([F:8])[cH:7]1. As a reaction SMILES: [Cl:12][CH:13]([C:14]([CH3:15])=[O:16])[C:17](=[O:18])[CH3:19].[N:8]([O-:9])=[O:10].[NH2:1][c:2]1[cH:3][cH:4][cH:5][cH:6][cH:7]1.[Na+:11]>>[NH:1]([c:2]1[cH:3][cH:4][cH:5][cH:6][cH:7]1)[N:8]=[C:13]([Cl:12])[C:14]([CH3:15])=[O:16]. The reactants are CC(=O)C(Cl)C(C)=O, O=N[O-], Nc1ccccc1, [Na+]. Yields the product CC(=O)C(Cl)=NNc1ccccc1. Reactants: [Br-], C1COCCN1, CCO, Cc1scc[s+]1. Product: [Br-], c1csc(=[N+]2CCOCC2)s1. Reaction SMILES: [Br-:7].[CH2:1]1[CH2:2][O:3][CH2:4][CH2:5][NH:6]1.[CH3:14][CH2:15][OH:16].[CH3:8][c:9]1[s+:10][cH:11][cH:12][s:13]1>>[Br-:7].[CH2:1]1[CH2:2][O:3][CH2:4][CH2:5][N+:6]1=[c:9]1[s:10][cH:11][cH:12][s:13]1. Starting materials: ClC1=C(OC2=CC=C(C=C2)C(=O)O)C=C(C(=C1)F)N1N=C(N(C1=O)C(F)F)C (4-[2-chloro-4-fluoro-5-(4-difluoromethyl-4,5-dihydro-3-methyl-5-oxo-1H-1,2,4-triazol-1-yl)phenoxy]phenylcarboxylic acid), S(=O)(Cl)Cl (thionyl chloride). Yields the product ClC1=C(OC2=CC=C(C=C2)C(=O)Cl)C=C(C(=C1)F)N1N=C(N(C1=O)C(F)F)C (4-[2-chloro-4-fluoro-5-(4-difluoromethyl-4,5-dihydro-3-methyl-5-oxo-1H-1,2,4-triazol-1-yl)phenoxy]-phenylcarboxylic acid chloride). As a reaction SMILES: [Cl:1][C:2]1[CH:17]=[C:16]([F:18])[C:15]([N:19]2[C:23](=[O:24])[N:22]([CH:25]([F:27])[F:26])[C:21]([CH3:28])=[N:20]2)=[CH:14][C:3]=1[O:4][C:5]1[CH:10]=[CH:9][C:8]([C:11](O)=[O:12])=[CH:7][CH:6]=1.S(Cl)([Cl:31])=O>>[Cl:1][C:2]1[CH:17]=[C:16]([F:18])[C:15]([N:19]2[C:23](=[O:24])[N:22]([CH:25]([F:27])[F:26])[C:21]([CH3:28])=[N:20]2)=[CH:14][C:3]=1[O:4][C:5]1[CH:10]=[CH:9][C:8]([C:11]([Cl:31])=[O:12])=[CH:7][CH:6]=1. Reported procedure: A stirred solution of 1.7 g (0.0041 mole) of 4-[2-chloro-4-fluoro-5-(4-difluoromethyl-4,5-dihydro-3-methyl-5-oxo-1H-1,2,4-triazol-1-yl)phenoxy]phenylcarboxylic acid in 75 mL of thionyl chloride was heated at reflux for four hours. The excess thionyl chloride was removed by distillation under reduced pressure to yield 4-[2-chloro-4-fluoro-5-(4-difluoromethyl-4,5-dihydro-3-methyl-5-oxo-1H-1,2,4-triazol-1-yl)phenoxy]-phenylcarboxylic acid chloride as a yellow oil. Starting materials: OC(C(C#N)C)CC#N (3-hydroxy-methylglutaronitrile), OO (hydrogen peroxide), Cl (hydrochloric acid), O (water), [OH-].[NH4+] (ammonium hydroxide), C(=O)[O-] (formate), O (water). Reaction SMILES: O[CH:2]([CH2:7]C#N)[CH:3]([CH3:6])[C:4]#N.OO.Cl.[OH-:13].[NH4+:14].[CH:15]([O-:17])=[O:16].[OH2:18]>>[OH:13][C:3]([CH3:6])([CH2:4][C:15]([OH:17])=[O:16])[CH2:2][C:7]([NH2:14])=[O:18] |f:3.4|. Product: OC(CC(=O)N)(CC(=O)O)C (3-hydroxy-3-methylglutaric acid monoamide). Reported procedure: A mixture of 20 g. (0.16 moles) of 3-hydroxy-methylglutaronitrile, 200 ml of water, 32 ml (0.33 moles) of 30% hydrogen peroxide and 70 ml of 12 N hydrochloric acid is stirred at 25° C. for approximately 3 hours and then heated at reflux for 30 minutes. Thereafter the mixture is cooled, diluted to 1 liter with water and the pH adjusted to 7 with 14 N ammonium hydroxide. The mixture is passed through a 250 ml column of Dowex 2 resin in the formate form and the column is then washed with 1 liter of...